The task is: describe an organic reaction: reactants, conditions, products, and yield. This data is from the Open Reaction Database (ORD), a public repository of structured organic reaction records. Reactants: O1C[C@@H](CC1)OC1=NC=CC=C1N (2-[(R)-(tetrahydro-furan-3-yl)oxy]-pyridin-3-ylamine), COC(=O)C1=C(C2=C(N=CN=C2Cl)S1)C (4-chloro-5-methyl-thieno[2,3-d]pyrimidine-6-carboxylic acid methyl ester), Cl (hydrochloric acid). Solvent: O1CCOCC1 (dioxane). Conditions: temperature 100 celsius, time 1.5 day. Product: COC(=O)C1=C(C2=C(N=CN=C2NC=2C(=NC=CC2)O[C@H]2COCC2)S1)C (5-Methyl-4-{2-[(R)-(tetrahydro-furan-3-yl)oxy]-pyridin-3-ylamino}-thieno[2,3-d]pyrimidine-6-carboxylic acid methylester). RXN SMILES: [O:1]1[CH2:5][CH2:4][C@@H:3]([O:6][C:7]2[C:12]([NH2:13])=[CH:11][CH:10]=[CH:9][N:8]=2)[CH2:2]1.[CH3:14][O:15][C:16]([C:18]1[S:27][C:21]2[N:22]=[CH:23][N:24]=[C:25](Cl)[C:20]=2[C:19]=1[CH3:28])=[O:17].Cl>O1CCOCC1>[CH3:14][O:15][C:16]([C:18]1[S:27][C:21]2[N:22]=[CH:23][N:24]=[C:25]([NH:13][C:12]3[C:7]([O:6][C@@H:3]4[CH2:4][CH2:5][O:1][CH2:2]4)=[N:8][CH:9]=[CH:10][CH:11]=3)[C:20]=2[C:19]=1[CH3:28])=[O:17]. Procedure details: A mixture of 166 mg (0.92 mmol) 2-[(R)-(tetrahydro-furan-3-yl)oxy]-pyridin-3-ylamine, 364 mg (1.5 mmol) 4-chloro-5-methyl-thieno[2,3-d]pyrimidine-6-carboxylic acid methyl ester and 39 μl hydrochloric acid (4M in dioxane) and 30 ml dioxane was stirred at 100° C. for 1.5 days. The reaction mixture was concentrated and used for the next synthesis step without further purification. Reactants: C=CC(C)(C)C(=CCl)Oc1ccccc1, C1COCCO1, O=S(=O)(O)O. Yields the product C=CC(C)(C)C(=O)CCl. As a reaction SMILES: [Cl:1][CH:2]=[C:3]([C:4]([CH:5]=[CH2:6])([CH3:7])[CH3:8])[O:9][c:10]1[cH:11][cH:12][cH:13][cH:14][cH:15]1.[O:16]1[CH2:17][CH2:18][O:19][CH2:20][CH2:21]1.[S:22](=[O:23])(=[O:24])([OH:25])[OH:26]>>[Cl:1][CH2:2][C:3]([C:4]([CH:5]=[CH2:6])([CH3:7])[CH3:8])=[O:9].